Dataset: the Open Reaction Database (ORD), a public repository of structured organic reaction records. Task: describe an organic reaction: reactants, conditions, products, and yield Starting materials: C(C)(C)S(=O)(=O)C=1C=C(C(=CC1)NCC1CCOCC1)N (4-(Isopropylsulfonyl)-N1-(tetrahydro-2H-pyran-4-ylmethyl)benzene-1,2-diamine), C(C(C)(C)C)(=O)Cl (pivaloyl chloride). Product: C(C)(C)(C)C1=NC2=C(N1CC1CCOCC1)C=CC(=C2)S(=O)(=O)C(C)C (2-tert-Butyl-5-(isopropylsulfonyl)-1-(tetrahydro-2H-pyran-4-ylmethyl)-1H-benzimidazole). RXN SMILES: [CH:1]([S:4]([C:7]1[CH:8]=[C:9]([NH2:21])[C:10]([NH:13][CH2:14][CH:15]2[CH2:20][CH2:19][O:18][CH2:17][CH2:16]2)=[CH:11][CH:12]=1)(=[O:6])=[O:5])([CH3:3])[CH3:2].[C:22](Cl)(=O)[C:23]([CH3:26])([CH3:25])[CH3:24]>>[C:23]([C:26]1[N:13]([CH2:14][CH:15]2[CH2:20][CH2:19][O:18][CH2:17][CH2:16]2)[C:10]2[CH:11]=[CH:12][C:7]([S:4]([CH:1]([CH3:3])[CH3:2])(=[O:5])=[O:6])=[CH:8][C:9]=2[N:21]=1)([CH3:25])([CH3:24])[CH3:22]. Procedure: The title compound was prepared according to the procedure described in Step C of Example 17 from 4-(isopropylsulfonyl)-N′-(tetrahydro-2H-pyran-4-ylmethyl)benzene-1,2-diamine (Step B) and pivaloyl chloride. The reactants are NC=1C=CC(=C(C1)[C@]1(N=C(COCC1(F)F)N)C)F ((R)-5-(5-amino-2-fluorophenyl)-6,6-difluoro-5-methyl-2,5,6,7-tetrahydro-1,4-oxazepin-3-amine), C1(CC1)C=1C=CC(=NC1)C(=O)O (5-cyclopropyl-pyridine-2-carboxylic acid). Yields the product C(=O)O.NC=1COCC([C@@](N1)(C)C=1C=C(C=CC1F)NC(C1=NC=C(C=C1)C1CC1)=O)(F)F ((R)—N-(3-(3-Amino-6,6-difluoro-5-methyl-2,5,6,7-tetrahydro-1,4-oxazepin-5-yl)-4-fluorophenyl)-5-cyclopropylpicolinamide formate). RXN SMILES: [NH2:1][C:2]1[CH:3]=[CH:4][C:5]([F:19])=[C:6]([C@:8]2([CH3:18])[C:14]([F:16])([F:15])[CH2:13][O:12][CH2:11][C:10]([NH2:17])=[N:9]2)[CH:7]=1.[CH:20]1([C:23]2[CH:24]=[CH:25][C:26]([C:29]([OH:31])=[O:30])=[N:27][CH:28]=2)[CH2:22][CH2:21]1>>[CH:29]([OH:31])=[O:30].[NH2:17][C:10]1[CH2:11][O:12][CH2:13][C:14]([F:15])([F:16])[C@:8]([C:6]2[CH:7]=[C:2]([NH:1][C:29](=[O:30])[C:26]3[CH:25]=[CH:24][C:23]([CH:20]4[CH2:22][CH2:21]4)=[CH:28][N:27]=3)[CH:3]=[CH:4][C:5]=2[F:19])([CH3:18])[N:9]=1 |f:2.3|. Procedure details: The coupling of (R)-5-(5-amino-2-fluorophenyl)-6,6-difluoro-5-methyl-2,5,6,7-tetrahydro-1,4-oxazepin-3-amine (intermediate A9B) and 5-cyclopropyl-pyridine-2-carboxylic acid (prepared according to Suzuki, Y. et al., Int. Patent Application Publ. No. WO2009091016) yielded the title compound as an amorphous light yellow material. MS (ISP): m/z=419.2 [M+H]+. Reactants: NC1=C(SC=C1C)C(=O)OC (methyl 3-amino-4-methyl-2-thenoate), O.NN (hydrazine hydrate). The solvent is C(CCC)O (butanol). The product is NC1=C(SC=C1C)C(=O)NN (3-Amino-4-methyl-2-thiophenecarbohydrazide). Reaction SMILES: [NH2:1][C:2]1[C:6]([CH3:7])=[CH:5][S:4][C:3]=1[C:8]([O:10]C)=O.O.[NH2:13][NH2:14]>C(O)CCC>[NH2:1][C:2]1[C:6]([CH3:7])=[CH:5][S:4][C:3]=1[C:8]([NH:13][NH2:14])=[O:10] |f:1.2|. Procedure: A solution of methyl 3-amino-4-methyl-2-thenoate (25 g) and hydrazine hydrate (20 ml) in butanol (150 ml) was heated under reflux for 18 hours. On cooling the solvent was removed and teh residue was recrystallised from toluene to give the title product, m.p. 141-143° C. The reactants are CC(C)(C)c1cccc(NC(=O)c2ccc(Cl)nc2)c1, c1ccc2c(c1)CCNC2, Cc1ccc(NC(=O)c2ccc(N3CCOCC3)nc2)cc1I. Product: CC(C)(C)c1cccc(NC(=O)c2ccc(N3CCc4ccccc4C3)nc2)c1. Reaction SMILES: [C:1]([CH3:2])([CH3:3])([CH3:4])[c:5]1[cH:6][c:7]([NH:11][C:12]([c:13]2[cH:14][n:15][c:16]([Cl:19])[cH:17][cH:18]2)=[O:20])[cH:8][cH:9][cH:10]1.[CH2:21]1[NH:22][CH2:23][CH2:24][c:25]2[cH:26][cH:27][cH:28][cH:29][c:30]21.[I:31][c:32]1[cH:33][c:34]([NH:35][C:36](=[O:37])[c:38]2[cH:39][cH:40][c:41]([N:42]3[CH2:43][CH2:44][O:45][CH2:46][CH2:47]3)[n:48][cH:49]2)[cH:50][cH:51][c:52]1[CH3:53]>>[C:1]([CH3:2])([CH3:3])([CH3:4])[c:5]1[cH:6][c:7]([NH:11][C:12]([c:13]2[cH:14][n:15][c:16]([N:22]3[CH2:21][c:30]4[c:25]([cH:26][cH:27][cH:28][cH:29]4)[CH2:24][CH2:23]3)[cH:17][cH:18]2)=[O:20])[cH:8][cH:9][cH:10]1. Starting materials: ClC=1N=NC(=CC1)C1=CC(=C(C=C1)OC)OCC (3-chloro-6-(3-ethoxy-4-methoxyphenyl)pyridazine), N#CN.[Na] (sodium cyanamide). The reagents and catalysts are [Cl-].C(C1=CC=CC=C1)[N+](CC)(CC)CC (benzyltriethylammonium chloride). Run in CN1C(CCC1)=O (N-methylpyrrolidone), S(O)(O)(=O)=O (sulphuric acid). Product: C(#N)NC=1N=NC(=CC1)C1=CC(=C(C=C1)OC)OCC (3-Cyanamino-6-(3-ethoxy-4-methoxyphenyl)pyridazine). Reaction SMILES: Cl[C:2]1[N:3]=[N:4][C:5]([C:8]2[CH:13]=[CH:12][C:11]([O:14][CH3:15])=[C:10]([O:16][CH2:17][CH3:18])[CH:9]=2)=[CH:6][CH:7]=1.[N:19]#[C:20][NH2:21].[Na]>[Cl-].C([N+](CC)(CC)CC)C1C=CC=CC=1.CN1CCCC1=O.S(=O)(=O)(O)O>[C:20]([NH:21][C:2]1[N:3]=[N:4][C:5]([C:8]2[CH:13]=[CH:12][C:11]([O:14][CH3:15])=[C:10]([O:16][CH2:17][CH3:18])[CH:9]=2)=[CH:6][CH:7]=1)#[N:19] |f:1.2,3.4,^1:21|. Procedure: 2.7 g 3-chloro-6-(3-ethoxy-4-methoxyphenyl)pyridazine, 1.3 g sodium cyanamide and 0.5 g benzyltriethylammonium chloride are heated at 150° C. in 30 ml N-methylpyrrolidone for 3 hours. After cooling the reaction solution is diluted with 200 ml 1N sulphuric acid and extracted 3 times with 50 ml chloroform each time. The combined extracts are dried over sodium sulphate and evaporated and the residue is boiled up in isopropanol. The crystalline product is filtered off with suction, washed with isopr...